This data is from the Open Reaction Database (ORD), a public repository of structured organic reaction records. The task is: describe an organic reaction: reactants, conditions, products, and yield Starting materials: C1(CC(=O)O1)=O (malonic anhydride), NC1=CC=CC=C1 (aniline). The product is C(CC(=O)NC1=CC=CC=C1)(=O)NC1=CC=CC=C1 (malonanilide). The yield is 72.0%. RXN SMILES: [C:1]1(=[O:6])O[C:3](=[O:4])[CH2:2]1.[NH2:7][C:8]1[CH:13]=[CH:12][CH:11]=[CH:10][CH:9]=1>>[C:1]([NH:7][C:8]1[CH:13]=[CH:12][CH:11]=[CH:10][CH:9]=1)(=[O:6])[CH2:2][C:3]([NH:7][C:8]1[CH:13]=[CH:12][CH:11]=[CH:10][CH:9]=1)=[O:4]. Procedure details: To the cold solution of malonic anhydride, prepared as above, was added aniline (700 μl, 6 equivalents). The reaction mixture was allowed to warm to room temperature. It was then extracted with 5 ml saturated aqueous NaHCO3, and the aqueous extract was washed with 5 ml ether, acidified with H2SO4, and extracted with 3 4-ml portions of ether. The ether extracts were combined and dried over Na2SO4, and the ether was removed under reduced pressure, to leave a residue of malonanilide (mp 127°-130° C... Starting materials: CCOC(C)=O, CCO, O=C(OCc1ccccc1)C1(F)CCOCC1, [OH-], [OH-], [Pd+2]. Yields the product O=C(O)C1(F)CCOCC1. RXN SMILES: [C:18]([O:19][CH2:20][CH3:21])(=[O:22])[CH3:23].[CH2:24]([OH:25])[CH3:26].[F:1][C:2]1([C:8](=[O:9])[O:10][CH2:11][c:12]2[cH:13][cH:14][cH:15][cH:16][cH:17]2)[CH2:3][CH2:4][O:5][CH2:6][CH2:7]1.[OH-:27].[OH-:29].[Pd+2:28]>>[F:1][C:2]1([C:8](=[O:9])[OH:10])[CH2:3][CH2:4][O:5][CH2:6][CH2:7]1. Reactants: methyl ester, C(C1=CC=CC=C1)N1C([C@H](O[C@@H](C2=C1C=CC=C2)C2=CC=CC=C2)CCC(=O)O)=O (trans-1-benzyl2-oxo-5-phenyl-1,2,3,5-tetrahydro-4,1-benzoxazepine-3-propionic acid), [BH4-].[Na+] (sodium borohydride), [Cl-].[Li+] (lithium chloride), Cl (hydrochloric acid). Run in C(C)O (ethanol), O1CCCC1 (tetrahydrofuran), C(C)(=O)OCC (ethyl acetate). Reaction conditions: time 10 minute. Yields the product C(C1=CC=CC=C1)N1C([C@H](O[C@@H](C2=C1C=CC=C2)C2=CC=CC=C2)CCCO)=O (trans-1-benzyl-3-(3-hydroxypropyl)-5-phenyl-1,5-dihydro-4,1-benzoxazepin-2(3H)-one). RXN SMILES: [CH2:1]([N:8]1[C:14]2[CH:15]=[CH:16][CH:17]=[CH:18][C:13]=2[C@@H:12]([C:19]2[CH:24]=[CH:23][CH:22]=[CH:21][CH:20]=2)[O:11][C@H:10]([CH2:25][CH2:26][C:27](O)=[O:28])[C:9]1=[O:30])[C:2]1[CH:7]=[CH:6][CH:5]=[CH:4][CH:3]=1.[BH4-].[Na+].[Cl-].[Li+].Cl>O1CCCC1.C(OCC)(=O)C.C(O)C>[CH2:1]([N:8]1[C:14]2[CH:15]=[CH:16][CH:17]=[CH:18][C:13]=2[C@@H:12]([C:19]2[CH:20]=[CH:21][CH:22]=[CH:23][CH:24]=2)[O:11][C@H:10]([CH2:25][CH2:26][CH2:27][OH:28])[C:9]1=[O:30])[C:2]1[CH:3]=[CH:4][CH:5]=[CH:6][CH:7]=1 |f:1.2,3.4|. Procedure details: The mixture of 0.4 g of methyl ester of trans-1-benzyl2-oxo-5-phenyl-1,2,3,5-tetrahydro-4,1-benzoxazepine-3-propionic acid obtained in Example 12, 0.16 g of sodium borohydride and 0.16 g of lithium chloride in 15 ml of tetrahydrofuran were stirred for 10 minutes at room temperature. To the resultant was added 30 ml of ethanol, which was stirred for 2 hours at 60° C. To the reaction mixture were added 100 ml of 1N hydrochloric acid and 150 ml of ethyl acetate. The ethyl acetate layer was washed w... Starting materials: [Cl-] (chloride), [Si](C)(C)(C(C)(C)C)N1C([C@@H]([C@H]1CC(SC)(SC)SC)[C@@H](C)O)=O ((3S,4R)-1-(t-butyldimethylsilyl)-3-[(R)-1-hydroxyethyl]-4-[2,2,2-tri(methylthio)ethyl]azetidin-2-one), CO (methanol), C([O-])(O)=O.[Na+] (sodium bicarbonate). Run at temperature 0 celsius, time 3 minute. The product is C(=O)(OC)CC1CC(N1)=O (4-carbomethoxymethyl azetidin-2-one). Reaction SMILES: [Cl-].[Si]([N:9]1[C@H:12]([CH2:13][C:14](SC)(SC)SC)[C@@H:11]([C@H](O)C)[C:10]1=[O:24])(C(C)(C)C)(C)C.[C:25](=O)(O)[O-:26].[Na+].C[OH:31]>>[C:14]([CH2:13][CH:12]1[NH:9][C:10](=[O:24])[CH2:11]1)([O:26][CH3:25])=[O:31] |f:2.3|. Procedure details: Mecuric chloride (12.37 g, 45.6 mmol) is added in one portion to a solution of (3S,4R)-1-(t-butyldimethylsilyl)-3-[(R)-1-hydroxyethyl]-4-[2,2,2-tri(methylthio)ethyl]azetidin-2-one (6.0 g, 15.2 mmol) in 250 ml of absolute methanol at 0° C. The resulting mixture (heavy white precipitate) is stirred at 0° C. for 3 min., then quenched by addition of sodium bicarbonate (8.99 g, 107 mmol). This mixture is then filtered and the solid residue is washed with additional methanol. The combined filtrate and... Reactants: O=C(Cl)C(=O)Cl, O=C(O)CN1C(=O)OC(c2ccccc2)C1c1ccccc1, c1ccccc1. Yields the product O=C(Cl)CN1C(=O)OC(c2ccccc2)C1c1ccccc1. RXN SMILES: [Cl:23][C:24]([C:25]([Cl:26])=[O:27])=[O:28].[c:1]1([CH:7]2[N:8]([CH2:19][C:20](=[O:21])[OH:22])[C:9](=[O:18])[O:10][CH:11]2[c:12]2[cH:13][cH:14][cH:15][cH:16][cH:17]2)[cH:2][cH:3][cH:4][cH:5][cH:6]1.[cH:29]1[cH:30][cH:31][cH:32][cH:33][cH:34]1>>[c:1]1([CH:7]2[N:8]([CH2:19][C:20](=[O:22])[Cl:23])[C:9](=[O:18])[O:10][CH:11]2[c:12]2[cH:13][cH:14][cH:15][cH:16][cH:17]2)[cH:2][cH:3][cH:4][cH:5][cH:6]1. Reactants: solution, CNC (dimethylamine), O1CCCC1 (tetrahydrofuran), C(=O)C1=CC=C(C=C1)S(=O)(=O)NC1=CC=C(C=C1)[C@H]1CN(CC1)CCC (4-formyl-N-[4-((S)-1-propyl-pyrrolidin-3-yl)-phenyl]-benzenesulfonamide), C(C)(=O)O[BH-](OC(C)=O)OC(C)=O.[Na+] (sodium triacetoxyborohydride), [OH-].[Na+] (sodium hydroxide). Run in O (water), ClCCl (dichloromethane), C(C)(=O)O (acetic acid). Conditions: time 15 hour. Yields the product CN(C)CC1=CC=C(C=C1)S(=O)(=O)NC1=CC=C(C=C1)[C@H]1CN(CC1)CCC (4-Dimethylaminomethyl-N-[4-[(S)-1-propyl-pyrrolidin-3-yl]-phenyl]-benzenesulfonamide). RXN SMILES: [CH:1]([C:3]1[CH:8]=[CH:7][C:6]([S:9]([NH:12][C:13]2[CH:18]=[CH:17][C:16]([C@@H:19]3[CH2:23][CH2:22][N:21]([CH2:24][CH2:25][CH3:26])[CH2:20]3)=[CH:15][CH:14]=2)(=[O:11])=[O:10])=[CH:5][CH:4]=1)=O.[CH3:27][NH:28][CH3:29].O1CCCC1.C(O[BH-](OC(=O)C)OC(=O)C)(=O)C.[Na+].[OH-].[Na+]>ClCCl.O.C(O)(=O)C>[CH3:27][N:28]([CH2:1][C:3]1[CH:8]=[CH:7][C:6]([S:9]([NH:12][C:13]2[CH:18]=[CH:17][C:16]([C@@H:19]3[CH2:23][CH2:22][N:21]([CH2:24][CH2:25][CH3:26])[CH2:20]3)=[CH:15][CH:14]=2)(=[O:11])=[O:10])=[CH:5][CH:4]=1)[CH3:29] |f:3.4,5.6|. Reported procedure: 0.3 g of 4-formyl-N-[4-((S)-1-propyl-pyrrolidin-3-yl)-phenyl]-benzenesulfonamide (0.81 mmol) were dissolved in 20 ml of dichloromethane, 0.6 ml of a 2 M solution of dimethylamine in tetrahydrofuran (1.21 mmol) added, followed by addition of 0.07 ml of acetic acid and 0.256 g sodium triacetoxyborohydride. The reaction mixture was stirred for 15 h at room temperature, water added, the pH adjusted to alkaline conditions with 1 N aqueous sodium hydroxide, and the aqueous layer extracted twice with d... The product is COc1cc(CO)c([N+](=O)[O-])c(OC)c1OC. As a reaction SMILES: [CH2:2]([Al+:3][CH2:4][CH:5]([CH3:6])[CH3:7])[CH:8]([CH3:9])[CH3:10].[CH3:16][O:17][c:18]1[c:19]([N+:32](=[O:33])[O-:34])[c:20]([C:21](=[O:22])[O:23][CH3:24])[cH:25][c:26]([O:30][CH3:31])[c:27]1[O:28][CH3:29].[CH3:35][OH:36].[CH3:37][c:38]1[cH:39][cH:40][cH:41][cH:42][cH:43]1.[H-:1].[O:11]1[CH2:12][CH2:13][CH2:14][CH2:15]1.[OH2:44]>>[CH3:16][O:17][c:18]1[c:19]([N+:32](=[O:33])[O-:34])[c:20]([CH2:21][OH:22])[cH:25][c:26]([O:30][CH3:31])[c:27]1[O:28][CH3:29]. The reactants are CC(C)C[Al+]CC(C)C, COC(=O)c1cc(OC)c(OC)c(OC)c1[N+](=O)[O-], CO, Cc1ccccc1, [H-], C1CCOC1, O.